From a dataset of the Open Reaction Database (ORD), a public repository of structured organic reaction records. describe an organic reaction: reactants, conditions, products, and yield Starting materials: FC=1C=CC=C2C(=NNC12)C1=CC=C(C=C1)OC (7-fluoro-3-(4-methoxyphenyl)-1H-indazole), [H-].[Na+] (sodium hydride), ICCC (1-iodopropane). The product is FC1=CC=CC2=C(N(N=C12)CCC)C1=CC=C(C=C1)OC (7-fluoro-3-(4-methoxyphenyl)-2-propyl-2H-indazole). Yield: 4.2%. As a reaction SMILES: [F:1][C:2]1[CH:3]=[CH:4][CH:5]=[C:6]2[C:10]=1[NH:9][N:8]=[C:7]2[C:11]1[CH:16]=[CH:15][C:14]([O:17][CH3:18])=[CH:13][CH:12]=1.[H-].[Na+].I[CH2:22][CH2:23][CH3:24]>>[F:1][C:2]1[C:10]2[C:6](=[C:7]([C:11]3[CH:16]=[CH:15][C:14]([O:17][CH3:18])=[CH:13][CH:12]=3)[N:8]([CH2:22][CH2:23][CH3:24])[N:9]=2)[CH:5]=[CH:4][CH:3]=1 |f:1.2|. Reported procedure: Prepared according to Method D step B from 7-fluoro-3-(4-methoxyphenyl)-1H-indazole (0.121 g, 0.5 mmol), sodium hydride (60% in oil, 0.024 g, 0.6 mmol) and 1-iodopropane (0.096 mL, 1.0 mmol) to give the title compound (0.006 g). The reactants are ClCCCCN1C(NC2=C1C=CC=C2)=O (1-(4-chlorobutyl)-1,3-dihydro-2H-benzimidazol-2-one), Cl.FC1=CC=C(C=C1)C(=O)C1CCNCC1 ((4-fluorophenyl) (4-piperidinyl) methanone hydrochloride), C([O-])([O-])=O.[Na+].[Na+] (sodium carbonate), [I-].[K+] (potassium iodide). Run in CC(CC(C)=O)C (4-methyl-2-pentanone), O (water). As a reaction SMILES: Cl[CH2:2][CH2:3][CH2:4][CH2:5][N:6]1[C:10]2[CH:11]=[CH:12][CH:13]=[CH:14][C:9]=2[NH:8][C:7]1=[O:15].Cl.[F:17][C:18]1[CH:23]=[CH:22][C:21]([C:24]([CH:26]2[CH2:31][CH2:30][NH:29][CH2:28][CH2:27]2)=[O:25])=[CH:20][CH:19]=1.C(=O)([O-])[O-].[Na+].[Na+].[I-].[K+]>O.CC(C)CC(=O)C>[F:17][C:18]1[CH:19]=[CH:20][C:21]([C:24]([CH:26]2[CH2:31][CH2:30][N:29]([CH2:2][CH2:3][CH2:4][CH2:5][N:6]3[C:10]4[CH:11]=[CH:12][CH:13]=[CH:14][C:9]=4[NH:8][C:7]3=[O:15])[CH2:28][CH2:27]2)=[O:25])=[CH:22][CH:23]=1 |f:1.2,3.4.5,6.7|. Product: FC1=CC=C(C(=O)C2CCN(CC2)CCCCN2C(NC3=C2C=CC=C3)=O)C=C1 (1-{4-[4-(4-fluorobenzoyl)-1-piperidinyl]butyl} -1,3-dihydro-2H-benzimidazol-2-one). Yield: 30.0%. Reported procedure: A mixture of 4 parts of 1-(4-chlorobutyl)-1,3-dihydro-2H-benzimidazol-2-one, 4 parts of (4-fluorophenyl) (4-piperidinyl) methanone hydrochloride, 10 parts of sodium carbonate, 0.2 parts of potassium iodide and 80 parts of 4-methyl-2-pentanone is stirred and refluxed overnight. After cooling, water is added and the layers are separated. The organic phase is dried, filtered and evaporated. The solid residue is purified by column-chromatography over silica gel using a mixture of trichloromethane an... Reactants: N#Cc1c(NC(=O)C=Cc2ccccc2)sc2c1CCNC2, CCOC(=S)Cl. As a reaction SMILES: [C:1](#[N:2])[c:3]1[c:4]([NH:12][C:13]([CH:14]=[CH:15][c:16]2[cH:17][cH:18][cH:19][cH:20][cH:21]2)=[O:22])[s:5][c:6]2[c:11]1[CH2:10][CH2:9][NH:8][CH2:7]2.[Cl:23][C:24](=[S:25])[O:26][CH2:27][CH3:28]>>[C:1](#[N:2])[c:3]1[c:4]([NH:12][C:13]([CH:14]=[CH:15][c:16]2[cH:17][cH:18][cH:19][cH:20][cH:21]2)=[O:22])[s:5][c:6]2[c:11]1[CH2:10][CH2:9][N:8]([C:27](=[O:26])[CH3:28])[CH2:7]2. The product is CC(=O)N1CCc2c(sc(NC(=O)C=Cc3ccccc3)c2C#N)C1. Reactants: O=C(Cl)C(=O)Cl, CCOCC, CN(C)C=O, O=C(O)CCCC1(c2ccccc2)OCCO1. The product is O=C(Cl)CCCC1(c2ccccc2)OCCO1. As a reaction SMILES: [C:18]([Cl:19])(=[O:20])[C:22]([Cl:21])=[O:23].[CH3:29][CH2:30][O:31][CH2:32][CH3:33].[O:24]=[CH:25][N:26]([CH3:27])[CH3:28].[c:1]1([C:7]2([CH2:12][CH2:13][CH2:14][C:15](=[O:16])[OH:17])[O:8][CH2:9][CH2:10][O:11]2)[cH:2][cH:3][cH:4][cH:5][cH:6]1>>[c:1]1([C:7]2([CH2:12][CH2:13][CH2:14][C:15](=[O:17])[Cl:21])[O:8][CH2:9][CH2:10][O:11]2)[cH:2][cH:3][cH:4][cH:5][cH:6]1. Starting materials: [OH-].[K+] (potassium hydroxide), C(C1=CC=C(C(=O)OC)C=C1)(=O)OC (dimethyl terephthalate), C1=CC=CC=C1 (benzene). Run in CO (methanol). Yields the product C(C1=CC=C(C(=O)[O-])C=C1)(=O)OC.[K+] (Potassium monomethyl terephthalate). Reaction SMILES: [OH-].[K+:2].[C:3]([O:15]C)(=[O:14])[C:4]1[CH:13]=[CH:12][C:7]([C:8]([O:10][CH3:11])=[O:9])=[CH:6][CH:5]=1.C1C=CC=CC=1>CO>[C:8]([O:10][CH3:11])(=[O:9])[C:7]1[CH:12]=[CH:13][C:4]([C:3]([O-:15])=[O:14])=[CH:5][CH:6]=1.[K+:2] |f:0.1,5.6|. Reported procedure: Potassium monomethyl terephthalate was prepared by adding dropwise a solution of 85.5 grams (1.286 mole) potassium hydroxide (85% pellets) in 675 ml methanol to a stirred solution of 250 grams (1.286 mole) of dimethyl terephthalate in 1600 ml. of benzene at 60° C. over 1 hour. The mixture was refluxed for 15 minutes, cooled, and filtered. The white solid on the filter was washed with acetone and sucked dry. It weighed 263 grams (93 mole % yield). It did not melt below 400° C.